The task is: describe an organic reaction: reactants, conditions, products, and yield. This data is from the Open Reaction Database (ORD), a public repository of structured organic reaction records. As a reaction SMILES: [C:33](=[O:34])([O-:35])[O-:36].[CH3:46][N:47]([CH3:48])[CH:49]=[O:50].[Cs+:37].[Cs+:38].[Cu:51].[F:1][c:2]1[cH:3][c:4]([CH2:5][NH:6][C:7](=[O:8])[c:9]2[c:10]([CH:26]([CH3:27])[CH3:28])[n:11]([CH2:19][c:20]3[n:21][cH:22][cH:23][cH:24][cH:25]3)[c:12]3[cH:13][c:14]([OH:18])[cH:15][cH:16][c:17]23)[cH:29][cH:30][c:31]1[F:32].[I:39][c:40]1[n:41][cH:42][cH:43][cH:44][cH:45]1>>[F:1][c:2]1[cH:3][c:4]([CH2:5][NH:6][C:7](=[O:8])[c:9]2[c:10]([CH:26]([CH3:27])[CH3:28])[n:11]([CH2:19][c:20]3[n:21][cH:22][cH:23][cH:24][cH:25]3)[c:12]3[cH:13][c:14]([O:18][c:40]4[n:41][cH:42][cH:43][cH:44][cH:45]4)[cH:15][cH:16][c:17]23)[cH:29][cH:30][c:31]1[F:32]. The reactants are O=C([O-])[O-], CN(C)C=O, [Cs+], [Cs+], [Cu], CC(C)c1c(C(=O)NCc2ccc(F)c(F)c2)c2ccc(O)cc2n1Cc1ccccn1, Ic1ccccn1. Yields the product CC(C)c1c(C(=O)NCc2ccc(F)c(F)c2)c2ccc(Oc3ccccn3)cc2n1Cc1ccccn1. Reactants: Cl.Cl.ClC=1C=C(C=CC1)N1C(N(C2=C(C=NC=3C(=CC=CC23)OC)C1=O)C1CCNCC1)=O (3-(3-chloro-phenyl)-7-methoxy-1-piperidin-4-yl-1H-pyrimido[5,4-c]quinoline-2,4-dione.dihydrochloride), CN(S(=O)(=O)Cl)C (N,N-dimethylsulfamoyl chloride). The product is CN(S(=O)(=O)N1CCC(CC1)N1C(N(C(C=2C=NC=3C(=CC=CC3C21)OC)=O)C2=CC(=CC=C2)Cl)=O)C (4-[3-(3-Chloro-phenyl)-7-methoxy-2,4-dioxo-3,4-dihydro-2H-pyrimido[5,4-c]quinolin-1-yl]-piperidine-1-sulfonic acid dimethylamide). RXN SMILES: Cl.Cl.[Cl:3][C:4]1[CH:5]=[C:6]([N:10]2[C:25](=[O:26])[C:14]3[CH:15]=[N:16][C:17]4[C:18]([O:23][CH3:24])=[CH:19][CH:20]=[CH:21][C:22]=4[C:13]=3[N:12]([CH:27]3[CH2:32][CH2:31][NH:30][CH2:29][CH2:28]3)[C:11]2=[O:33])[CH:7]=[CH:8][CH:9]=1.[CH3:34][N:35]([CH3:40])[S:36](Cl)(=[O:38])=[O:37]>>[CH3:34][N:35]([CH3:40])[S:36]([N:30]1[CH2:31][CH2:32][CH:27]([N:12]2[C:13]3[C:22]4[CH:21]=[CH:20][CH:19]=[C:18]([O:23][CH3:24])[C:17]=4[N:16]=[CH:15][C:14]=3[C:25](=[O:26])[N:10]([C:6]3[CH:7]=[CH:8][CH:9]=[C:4]([Cl:3])[CH:5]=3)[C:11]2=[O:33])[CH2:28][CH2:29]1)(=[O:38])=[O:37] |f:0.1.2|. Procedure: 4-[3-(3-Chloro-phenyl)-7-methoxy-2,4-dioxo-3,4-dihydro-2H-pyrimido[5,4-c]quinolin-1-yl]-piperidine-1-sulfonic acid dimethylamide (48 mg) was prepared according to general procedure H from 3-(3-chloro-phenyl)-7-methoxy-1-piperidin-4-yl-1H-pyrimido[5,4-c]quinoline-2,4-dione.dihydrochloride (50 mg, 0.1 mmol) and N,N-dimethylsulfamoyl chloride. LCMS: m/z 544 [M+1]+. Starting materials: COC(=O)C(CC1CCCC1)c1ccc(S(C)(=O)=O)cc1, CO, [Na+], [OH-]. The product is CS(=O)(=O)c1ccc(C(CC2CCCC2)C(=O)O)cc1. Reaction SMILES: [CH3:1][O:2][C:3]([CH:4]([CH2:5][CH:6]1[CH2:7][CH2:8][CH2:9][CH2:10]1)[c:11]1[cH:12][cH:13][c:14]([S:17](=[O:18])(=[O:19])[CH3:20])[cH:15][cH:16]1)=[O:21].[CH3:24][OH:25].[Na+:23].[OH-:22]>>[O:2]=[C:3]([CH:4]([CH2:5][CH:6]1[CH2:7][CH2:8][CH2:9][CH2:10]1)[c:11]1[cH:12][cH:13][c:14]([S:17](=[O:18])(=[O:19])[CH3:20])[cH:15][cH:16]1)[OH:21]. Starting materials: Cl (hydrogen chloride), C(=CCC)C(CC(=O)[O-])OC([C@@H](NC(=O)OCC1=CC=CC=C1)C(C)C)=O (3-buten-1-yl -3-(N-benzyloxycarbonyl-L-valyloxy)-propionate), [Mn](=O)(=O)(=O)[O-].[K+] (potassium permanganate), S([O-])(O)=O.[Na+] (sodium bisulfite). The reagents and catalysts are [Br-].C(CCC)[N+](CCCC)(CCCC)CCCC (tetrabutylammonium bromide). Solvent: C1=CC=CC=C1 (benzene), O (water), O (water). Run at temperature 5 celsius, time 2 hour. The product is C(C1=CC=CC=C1)OC(=O)N[C@@H](C(C)C)C(=O)OCCC(=O)O (3-(N-benzyloxycarbonyl-L-valyloxy)-propanoic acid). Reaction SMILES: C([CH:5]([O:10][C:11](=[O:27])[C@H:12]([CH:24]([CH3:26])[CH3:25])[NH:13][C:14]([O:16][CH2:17][C:18]1[CH:23]=[CH:22][CH:21]=[CH:20][CH:19]=1)=[O:15])[CH2:6][C:7]([O-:9])=[O:8])=CCC.[Mn]([O-])(=O)(=O)=O.[K+].S(=O)(O)[O-].[Na+].Cl>C1C=CC=CC=1.[Br-].C([N+](CCCC)(CCCC)CCCC)CCC.O>[CH2:17]([O:16][C:14]([NH:13][C@H:12]([C:11]([O:10][CH2:5][CH2:6][C:7]([OH:9])=[O:8])=[O:27])[CH:24]([CH3:26])[CH3:25])=[O:15])[C:18]1[CH:19]=[CH:20][CH:21]=[CH:22][CH:23]=1 |f:1.2,3.4,7.8|. Reported procedure: To a solution of 3-buten-1-yl -3-(N-benzyloxycarbonyl-L-valyloxy)-propionate (9.2 g, 30 mmole) in 150 ml benzene was added tetrabutylammonium bromide (1.62 g, 5 mmole) and 100 ml water. The mixture was cooled to about 5° C. and potassium permanganate (14.82 g, 90 mmole) was added in portions. The mixture was stirred 2 hours at room temperature, diluted with water and decolorized by the addition of sodium bisulfite. The mixture was acidified with 2M hydrogen chloride and extracted 3 times with et... Isolated yield 24.0%. Conditions: temperature 80 celsius, time 5 hour. The product is COC=1C=C2C(=CC=NC2=CC1OC)OC=1C(=NC(=CC1)C)C1=CC=C(C=C1)CO ({4-[3-(6,7-Dimethoxy-quinolin-4-yloxy)-6-methyl-pyridin-2-yl]-phenyl}-methanol). Reported procedure: Toluene (1 ml) and a saturated aqueous sodium hydrogencarbonate solution (0.5 ml) were added to 4-(2-iodo-6-methyl-pyridin-3-yloxy)-6,7-dimethoxy-quinoline (compound 116) (50 mg), tetrakistriphenylphosphine palladium (14 mg), and (4-hydroxymethyl)phenylboronic acid (90 mg) under an argon atmosphere, and the mixture was stirred at 80° C. for 5 hr. The reaction solution was cooled to room temperature, an aqueous sodium hydroxide solution was then added thereto, and the mixture was extracted with e... Starting materials: C(O)([O-])=O.[Na+] (sodium hydrogencarbonate), IC1=NC(=CC=C1OC1=CC=NC2=CC(=C(C=C12)OC)OC)C (4-[(2-Iodo-6-methyl-3-pyridyl)oxy]-6,7-dimethoxyquinoline), IC1=NC(=CC=C1OC1=CC=NC2=CC(=C(C=C12)OC)OC)C (4-[(2-Iodo-6-methyl-3-pyridyl)oxy]-6,7-dimethoxyquinoline), tetrakistriphenylphosphine palladium, (4-hydroxymethyl)phenylboronic acid, [OH-].[Na+] (sodium hydroxide). The solvent is C1(=CC=CC=C1)C (Toluene). Reaction SMILES: [C:1](=[O:4])([O-])O.[Na+].I[C:7]1[C:12]([O:13][C:14]2[C:23]3[C:18](=[CH:19][C:20]([O:26][CH3:27])=[C:21]([O:24][CH3:25])[CH:22]=3)[N:17]=[CH:16][CH:15]=2)=[CH:11][CH:10]=[C:9]([CH3:28])[N:8]=1.[OH-].[Na+]>C1(C)C=CC=CC=1>[CH3:25][O:24][C:21]1[CH:22]=[C:23]2[C:18](=[CH:19][C:20]=1[O:26][CH3:27])[N:17]=[CH:16][CH:15]=[C:14]2[O:13][C:12]1[C:7]([C:18]2[CH:23]=[CH:22][C:21]([CH2:1][OH:4])=[CH:20][CH:19]=2)=[N:8][C:9]([CH3:28])=[CH:10][CH:11]=1 |f:0.1,3.4|. Starting materials: ClC=1C=C(N)C=CC1Cl (3,4-dichloroaniline), BrC(C(=O)N=C=O)C(C)Br (2,3-dibromobutyryl isocyanate). The product is ClC=1C=C(C=CC1Cl)NC(=O)NC(C(C(C)Br)Br)=O (N-(3,4-dichlorophenyl)-N'-(2,3-dibromobutyryl)-urea). As a reaction SMILES: [Cl:1][C:2]1[CH:3]=[C:4]([CH:6]=[CH:7][C:8]=1[Cl:9])[NH2:5].[Br:10][CH:11]([CH:17]([Br:19])[CH3:18])[C:12]([N:14]=[C:15]=[O:16])=[O:13]>>[Cl:1][C:2]1[CH:3]=[C:4]([NH:5][C:15]([NH:14][C:12](=[O:13])[CH:11]([Br:10])[CH:17]([Br:19])[CH3:18])=[O:16])[CH:6]=[CH:7][C:8]=1[Cl:9]. Reported procedure: m.p: 196° - 197° C. (from 3,4-dichloroaniline and 2,3-dibromobutyryl isocyanate) Starting materials: C(C)(=O)OC1=C(C(=O)NC2=C(C(=O)OC(C)(C)C)C=CC(=C2)C2=CC=CC=C2)C=CC=C1 (tert-butyl 2-(2-acetoxybenzamido)-4-phenylbenzoate). Run in FC(C(=O)O)(F)F (trifluoroacetic acid). Reaction SMILES: C([O:4][C:5]1[CH:32]=[CH:31][CH:30]=[CH:29][C:6]=1[C:7]([NH:9][C:10]1[CH:22]=[C:21]([C:23]2[CH:28]=[CH:27][CH:26]=[CH:25][CH:24]=2)[CH:20]=[CH:19][C:11]=1[C:12]([O:14]C(C)(C)C)=[O:13])=[O:8])(=O)C>FC(F)(F)C(O)=O>[OH:4][C:5]1[CH:32]=[CH:31][CH:30]=[CH:29][C:6]=1[C:7]([NH:9][C:10]1[CH:22]=[C:21]([C:23]2[CH:28]=[CH:27][CH:26]=[CH:25][CH:24]=2)[CH:20]=[CH:19][C:11]=1[C:12]([OH:14])=[O:13])=[O:8]. Product: OC1=C(C(=O)NC2=C(C(=O)O)C=CC(=C2)C2=CC=CC=C2)C=CC=C1 (2-(2-hydroxybenzamido)-4-phenylbenzoic acid). Procedure: 10 mL of trifluoroacetic acid was added to the obtained tert-butyl 2-(2-acetoxybenzamido)-4-phenylbenzoate, and stirred at room temperature for 2 hours. The solvent was evaporated under reduced pressure and 0.50 mL of methanol, 0.50 mL of tetrahydrofuran and 6.1 mg of potassium carbonate were added to the obtained residue sequentially and stirred at room temperature for 2 hours. 10% citric acid aqueous solution was added to the reaction mixture and a solid substance was separated by filtration t... Reaction conditions: time 2 hour. The reactants are CC(C)(C)[Si](C)(C)OC1CCC(C=O)(C(F)(F)F)CC1, C1CCOC1, CC(C)(C)S(N)=O, CC[O-], CC[O-], CC[O-], CC[O-], [Na+], O=C([O-])O, [Ti+4]. The product is CC(C)(C)S(=O)N=CC1(C(F)(F)F)CCC(O[Si](C)(C)C(C)(C)C)CC1. Reaction SMILES: [C:1]([CH3:2])([CH3:3])([CH3:4])[Si:5]([O:6][CH:7]1[CH2:8][CH2:9][C:10]([CH:13]=[O:14])([C:15]([F:16])([F:17])[F:18])[CH2:11][CH2:12]1)([CH3:19])[CH3:20].[CH2:46]1[O:47][CH2:48][CH2:49][CH2:50]1.[CH3:21][C:22]([CH3:23])([CH3:24])[S:25](=[O:26])[NH2:27].[CH3:33][CH2:34][O-:35].[CH3:37][CH2:38][O-:39].[CH3:40][CH2:41][O-:42].[CH3:43][CH2:44][O-:45].[Na+:32].[O-:28][C:29]([OH:30])=[O:31].[Ti+4:36]>>[C:1]([CH3:2])([CH3:3])([CH3:4])[Si:5]([O:6][CH:7]1[CH2:8][CH2:9][C:10]([CH:13]=[N:27][S:25]([C:22]([CH3:21])([CH3:23])[CH3:24])=[O:26])([C:15]([F:16])([F:17])[F:18])[CH2:11][CH2:12]1)([CH3:19])[CH3:20]. Reactants: C([O-])([O-])=O.[K+].[K+] (potassium carbonate), CI (methyl iodide), C(C)(C)(C)OC(=O)NC1(CCC(CC1)=O)C(=O)O (1-tert.-butoxycarbonylamino-4-oxo-cyclohexanecarboxylic acid). The solvent is CN(C=O)C (N,N-dimethylformamide). Conditions: time 3 hour. The product is C(C)(C)(C)OC(=O)NC1(CCC(CC1)=O)C(=O)OC (Methyl 1-tert.-butoxycarbonylamino-4-oxo-cyclohexanecarboxylate). RXN SMILES: [C:1](=O)([O-])[O-].[K+].[K+].CI.[C:9]([O:13][C:14]([NH:16][C:17]1([C:24]([OH:26])=[O:25])[CH2:22][CH2:21][C:20](=[O:23])[CH2:19][CH2:18]1)=[O:15])([CH3:12])([CH3:11])[CH3:10]>CN(C)C=O>[C:9]([O:13][C:14]([NH:16][C:17]1([C:24]([O:26][CH3:1])=[O:25])[CH2:22][CH2:21][C:20](=[O:23])[CH2:19][CH2:18]1)=[O:15])([CH3:12])([CH3:10])[CH3:11] |f:0.1.2|. Procedure: 3.90 g potassium carbonate and 1.30 ml methyl iodide are added to 4.65 g 1-tert.-butoxycarbonylamino-4-oxo-cyclohexanecarboxylic acid in 45 ml N,N-dimethylformamide and the reaction mixture is stirred for three hours at ambient temperature. Then the solvent is distilled off using the rotary evaporator and the residue is divided between 10% potassium carbonate solution and diethyl ether. The aqueous phase is separated off and extracted with diethyl ether and the combined organic phases are washed...